This data is from the Open Reaction Database (ORD), a public repository of structured organic reaction records. The task is: describe an organic reaction: reactants, conditions, products, and yield Starting materials: FC(C(C(=S)Cl)CC(C)=O)(F)F (2-trifluoromethyl-3-acetylthiopropionyl chloride), product, C(C)(=O)OCC (ethyl acetate), crude material, C[Si](C)(C)N(C(C(F)(F)F)=O)[Si](C)(C)C (bis(trimethylsilyl)trifluoroacetamide), C[Si](C)(C)N(C(C(F)(F)F)=O)[Si](C)(C)C (bis(trimethylsilyl)trifluoroacetamide), N[C@@H](CC(C)C)C(=O)O (L-leucine). Run in C(C)#N (acetonitrile), CO (methanol), C(C)(=O)O (acetic acid), CCCCCC (hexane), C(C)#N (acetonitrile). Run at time 2 hour. Yields the product C(C)(=O)SCC(C(=O)N[C@@H](CC(C)C)C(=O)O)C(F)(F)F (N-[2-[(Acetylthio)methyl]-3,3,3-trifluoro-1-oxopropyl]-L-leucine). Reaction SMILES: [NH2:1][C@H:2]([C:7]([OH:9])=[O:8])[CH2:3][CH:4]([CH3:6])[CH3:5].C[Si](N([Si](C)(C)C)[C:15](=[O:20])[C:16](F)(F)F)(C)C.[F:25][C:26]([F:36])([F:35])[CH:27]([CH2:31]C(=O)C)[C:28](Cl)=[S:29].C(OCC)(=[O:39])C>C(#N)C.CO.C(O)(=O)C.CCCCCC>[C:15]([S:29][CH2:28][CH:27]([C:26]([F:25])([F:35])[F:36])[C:31]([NH:1][C@H:2]([C:7]([OH:9])=[O:8])[CH2:3][CH:4]([CH3:6])[CH3:5])=[O:39])(=[O:20])[CH3:16]. Reported procedure: A stirred suspension of L-leucine (2.62 g., 20 mmol) in 35 mL of dry acetonitrile under argon was cooled to 0°-5° C. and bis(trimethylsilyl)trifluoroacetamide (10.62 mL, 40 mmol) was added. The reaction mixture was allowed to stir while slowly warming to room temperature. After 2 hours, another 3.5 mL (13 mmol) of bis(trimethylsilyl)trifluoroacetamide was added which resulted in a clear lemon color solution on additional stirring for one hour at room temperature. The reaction mixture was cooled ... Reactants: COc1cc2nccc(Oc3ccc(N)cc3F)c2cc1OC, CCN(C(C)C)C(C)C, ClC(Cl)Cl, O=C(OC(Cl)(Cl)Cl)OC(Cl)(Cl)Cl, Nc1nnc(C(F)(F)F)s1, O. Product: COc1cc2nccc(Oc3ccc(NC(=O)Nc4nnc(C(F)(F)F)s4)cc3F)c2cc1OC. RXN SMILES: [CH3:1][O:2][c:3]1[cH:4][c:5]2[c:6]([O:15][c:16]3[c:17]([F:23])[cH:18][c:19]([NH2:20])[cH:21][cH:22]3)[cH:7][cH:8][n:9][c:10]2[cH:11][c:12]1[O:13][CH3:14].[CH:24]([N:25]([CH:26]([CH3:27])[CH3:28])[CH2:29][CH3:30])([CH3:31])[CH3:32].[CH:55]([Cl:56])([Cl:57])[Cl:58].[Cl:33][C:34]([Cl:35])([O:36][C:37]([O:38][C:39]([Cl:40])([Cl:41])[Cl:42])=[O:43])[Cl:44].[NH2:45][c:46]1[s:47][c:48]([C:51]([F:52])([F:53])[F:54])[n:49][n:50]1.[OH2:59]>>[CH3:1][O:2][c:3]1[cH:4][c:5]2[c:6]([O:15][c:16]3[c:17]([F:23])[cH:18][c:19]([NH:20][C:37](=[O:43])[NH:45][c:46]4[s:47][c:48]([C:51]([F:52])([F:53])[F:54])[n:49][n:50]4)[cH:21][cH:22]3)[cH:7][cH:8][n:9][c:10]2[cH:11][c:12]1[O:13][CH3:14]. The reactants are [Br-].COC(=O)C=1C=C(C[P+](C2=CC=CC=C2)(C2=CC=CC=C2)C2=CC=CC=C2)C=CC1 ([3-(Methoxycarbonyl)benzyl](triphenyl)phosphonium bromide), CC(C)([O-])C.[K+] (potassium tert-butoxide), N1(CCOCC1)C1=NC=C(C=N1)C=O (2-(Morpholin-4-yl)pyrimidine-5-carboaldehyde). Solvent: CN(C)C=O (DMF). Run at time 30 minute. Product: N1(CCOCC1)C1=NC=C(C=N1)C=CC=1C=C(C(=O)OC)C=CC1 (methyl 3-{2-[2-(morpholin-4-yl)pyrimidin-5-yl]vinyl}benzoate). The yield is 74.6%. Reaction SMILES: [Br-].[CH3:2][O:3][C:4]([C:6]1[CH:7]=[C:8]([CH:29]=[CH:30][CH:31]=1)[CH2:9][P+](C1C=CC=CC=1)(C1C=CC=CC=1)C1C=CC=CC=1)=[O:5].CC(C)([O-])C.[K+].[N:38]1([C:44]2[N:49]=[CH:48][C:47]([CH:50]=O)=[CH:46][N:45]=2)[CH2:43][CH2:42][O:41][CH2:40][CH2:39]1>CN(C=O)C>[N:38]1([C:44]2[N:45]=[CH:46][C:47]([CH:50]=[CH:9][C:8]3[CH:7]=[C:6]([CH:31]=[CH:30][CH:29]=3)[C:4]([O:3][CH3:2])=[O:5])=[CH:48][N:49]=2)[CH2:43][CH2:42][O:41][CH2:40][CH2:39]1 |f:0.1,2.3|. Procedure: [3-(Methoxycarbonyl)benzyl](triphenyl)phosphonium bromide (930 mg) was mixed with DMF (6 ml), and potassium tert-butoxide (300 mg) was added thereto at 0° C., followed by stirring for 30 minutes. 2-(Morpholin-4-yl)pyrimidine-5-carboaldehyde (300 mg) was added to the reaction mixture, followed by stirring at 0° C. for 1 hour, and stirring again at room temperature for 1 hour. The reaction mixture was concentrated under reduced pressure, and EtOAc and a saturated aqueous sodium hydrogen carbonate ...